From a dataset of the Open Reaction Database (ORD), a public repository of structured organic reaction records. describe an organic reaction: reactants, conditions, products, and yield Reactants: CCO (EtOH), COC(=O)C1(CC=2C=CC=C3C=CC=C(C1)C23)NC(C2=C(C(=CC=C2)C)OC(C)C)=O (2-(2-Isopropoxy-3-methyl-benzoylamino)-2,3-dihydro-1H-phenalene-2-carboxylic acid methyl ester), [OH-].[K+] (KOH), O (water). Conditions: time 8 hour. Yields the product C(C=C)OC1=C(C(=O)NC2(CC=3C=CC=C4C=CC=C(C2)C34)C(=O)O)C=CC=C1C (2-(2-Allyloxy-3-methyl-benzoylamino)-2,3-dihydro-1H-phenalene-2-carboxylic acid). The yield is 93.0%. As a reaction SMILES: C[O:2][C:3]([C:5]1([NH:18][C:19](=[O:31])[C:20]2[CH:25]=[CH:24][CH:23]=[C:22]([CH3:26])[C:21]=2[O:27][CH:28](C)[CH3:29])[CH2:16][C:15]2[C:17]3[C:11]([CH:12]=[CH:13][CH:14]=2)=[CH:10][CH:9]=[CH:8][C:7]=3[CH2:6]1)=[O:4].[OH-].[K+].O.[CH3:35]CO>>[CH2:28]([O:27][C:21]1[C:22]([CH3:26])=[CH:23][CH:24]=[CH:25][C:20]=1[C:19]([NH:18][C:5]1([C:3]([OH:2])=[O:4])[CH2:16][C:15]2[C:17]3[C:11]([CH:12]=[CH:13][CH:14]=2)=[CH:10][CH:9]=[CH:8][C:7]=3[CH2:6]1)=[O:31])[CH:29]=[CH2:35] |f:1.2|. Procedure: The mixture of 2-(2-isopropoxy-3-methyl-benzoylamino)-2,3-dihydro-1H-phenalene-2-carboxylic acid methyl ester (25) (143 mg, 0.34 mmol) and KOH (500 mg, 8.9 mmol) is dissolved in EtOH (5 mL) and water (0.5 mL) under a water bath. The water bath is removed when KOH is completely dissolved and the resulting reaction solution is stirred at RT for 8 h. After concentration in vacuo, the residue is dissolved in water (20 mL) and acidified with conc. HCl until no more white precipitate came out of the w... The reactants are C([O-])([O-])=O.[K+].[K+] (potassium carbonate), Tetrakis-(triphenylphosphine)palladium(0), C(C)C1=NN2C(C=CC=C2)=C1I (2-Ethyl-3-iodopyrazolo[1,5-a]pyridine), FC=1C=C(C=C(C1)F)B(O)O ((3,5-difluorophenyl)boronic acid). The solvent is O (water), C(C)(=O)OCC (ethyl acetate), O1CCOCC1 (dioxane). Run at temperature 100 celsius. Product: FC=1C=C(C=C(C1)F)C=1C(=NN2C1C=CC=C2)CC (3-(3,5-Difluorophenyl)-2-ethylpyrazolo[1,5-a]pyridine). Yield: 79.4%. Reaction SMILES: [CH2:1]([C:3]1[C:11](I)=[C:6]2[CH:7]=[CH:8][CH:9]=[CH:10][N:5]2[N:4]=1)[CH3:2].[F:13][C:14]1[CH:15]=[C:16](B(O)O)[CH:17]=[C:18]([F:20])[CH:19]=1.C(=O)([O-])[O-].[K+].[K+]>O1CCOCC1.O.C(OCC)(=O)C>[F:13][C:14]1[CH:15]=[C:16]([C:11]2[C:3]([CH2:1][CH3:2])=[N:4][N:5]3[CH:10]=[CH:9][CH:8]=[CH:7][C:6]=23)[CH:17]=[C:18]([F:20])[CH:19]=1 |f:2.3.4|. Procedure: 2-Ethyl-3-iodopyrazolo[1,5-a]pyridine (0.5 g, 2.0 mmol) and (3,5-difluorophenyl)boronic acid (0.35 g, 2.2 mmol) [Aldrich 471925] were stirred in dioxane (12 mL). A solution of potassium carbonate (0.29 g, 2.1 mmol) in water (2.8 mL) was added. Tetrakis-(triphenylphosphine)palladium(0) (0.13 g, 0.1 mmol) was added and the mixture was heated at 100° C. for 16 h. After cooling, the mixture was diluted with ethyl acetate and washed with water and brine. The extracts were dried over magnesium sulfate... Starting materials: BrC1=CC=2N(C(N(C(C2S1)=O)C1CCN(CC1)C(=O)OC(C)(C)C)=O)CC=1N=NN(N1)CC (Tert-butyl 4-{6-bromo-1-[(2-ethyl-2H-tetrazol-5-yl)methyl]-2,4-dioxo-1,4-dihydrothieno[3,2-d]pyrimidin-3(2H)-yl}piperidine-1-carboxylate), FC1=C(C=CC=C1F)B(O)O ((2,3-difluorophenyl)boronic acid), C([O-])([O-])=O.[Cs+].[Cs+] (cesium carbonate). Reagents/catalysts: C1CCC(CC1)P(C2CCCCC2)C3CCCCC3.C1CCC(CC1)P(C2CCCCC2)C3CCCCC3.Cl[Pd]Cl (dichlorobis(tricyclohexylphosphine)palladium). Solvent: COCCOC (DME). Yields the product FC1=C(C=CC=C1F)C1=CC=2N(C(N(C(C2S1)=O)C1CCN(CC1)C(=O)OC(C)(C)C)=O)CC=1N=NN(N1)CC (tert-butyl 4-[6-(2,3-difluorophenyl)-1-[(2-ethyl-2H-tetrazol-5-yl)methyl]-2,4-dioxo-1,4-dihydrothieno[3,2-d]pyrimidin-3(2H)-yl]piperidine-1-carboxylate). As a reaction SMILES: Br[C:2]1[S:10][C:9]2[C:8](=[O:11])[N:7]([CH:12]3[CH2:17][CH2:16][N:15]([C:18]([O:20][C:21]([CH3:24])([CH3:23])[CH3:22])=[O:19])[CH2:14][CH2:13]3)[C:6](=[O:25])[N:5]([CH2:26][C:27]3[N:28]=[N:29][N:30]([CH2:32][CH3:33])[N:31]=3)[C:4]=2[CH:3]=1.[F:34][C:35]1[C:40]([F:41])=[CH:39][CH:38]=[CH:37][C:36]=1B(O)O.C(=O)([O-])[O-].[Cs+].[Cs+]>COCCOC.C1CCC(P(C2CCCCC2)C2CCCCC2)CC1.C1CCC(P(C2CCCCC2)C2CCCCC2)CC1.Cl[Pd]Cl>[F:34][C:35]1[C:40]([F:41])=[CH:39][CH:38]=[CH:37][C:36]=1[C:2]1[S:10][C:9]2[C:8](=[O:11])[N:7]([CH:12]3[CH2:13][CH2:14][N:15]([C:18]([O:20][C:21]([CH3:22])([CH3:24])[CH3:23])=[O:19])[CH2:16][CH2:17]3)[C:6](=[O:25])[N:5]([CH2:26][C:27]3[N:28]=[N:29][N:30]([CH2:32][CH3:33])[N:31]=3)[C:4]=2[CH:3]=1 |f:2.3.4,6.7.8|. Procedure: Tert-butyl 4-{6-bromo-1-[(2-ethyl-2H-tetrazol-5-yl)methyl]-2,4-dioxo-1,4-dihydrothieno[3,2-d]pyrimidin-3(2H)-yl}piperidine-1-carboxylate (405 mg, compound B101), (2,3-difluorophenyl)boronic acid (118 mg), dichlorobis(tricyclohexylphosphine)palladium (28 mg) and aqueous cesium carbonate solution (0.563 ml, 2.0 M) in DME (10 ml) are reacted according to the procedure described in example B55 to afford the title compound after two times purification by flash column chromatography [silica gel, eluti...